From a dataset of the Open Reaction Database (ORD), a public repository of structured organic reaction records. describe an organic reaction: reactants, conditions, products, and yield The reactants are C(CCCC)C1=CC=C(COC2=CC=C(C=C2)C=CCCC=C)C=C1 (4-(4-pentylbenzyloxy)-1-(1,5-hexadienyl) benzene), ( 1 ). Run in C1CCOC1 (THF). Yields the product C(=CCCC=C)C1=CC=C(C=C1)O (4-(1,5-hexadienyl)phenol). Reaction SMILES: C(C1C=CC(C[O:11][C:12]2[CH:17]=[CH:16][C:15]([CH:18]=[CH:19][CH2:20][CH2:21][CH:22]=[CH2:23])=[CH:14][CH:13]=2)=CC=1)CCCC>C1COCC1>[CH:18]([C:15]1[CH:14]=[CH:13][C:12]([OH:11])=[CH:17][CH:16]=1)=[CH:19][CH2:20][CH2:21][CH:22]=[CH2:23]. Reported procedure: Preparation of 4-(4-pentylbenzyloxy)-1-(1,5-hexadienyl) benzene ##STR1144## (Compound No. 279 expressed by general formula (1) wherein R1 represents pentyl group, X3 represents --CH2O--, C and D represent 1,4-phenylene ring, l, m, and n are 0, o is 1, p is 2, and R2 and R2 ' are hydrogen atom.) Solution of the 4-(1,5-hexadienyl)phenol (500 mmol) obtained by the same method as in Example 4 in 120 ml of THF was added dropwise to a mixture of sodium hydride (120 mmol), 20 ml of THF, and 50 ml of DM... The reactants are C1CCOC1, NC(=O)c1cc(-c2ccc(CO)s2)cc2c(C3CCN(S(=O)(=O)CCCN4CCCC4)CC3)c[nH]c12. Product: NC(=O)c1cc(-c2ccc(C=O)s2)cc2c(C3CCN(S(=O)(=O)CCCN4CCCC4)CC3)c[nH]c12. As a reaction SMILES: [CH2:37]1[O:38][CH2:39][CH2:40][CH2:41]1.[OH:1][CH2:2][c:3]1[cH:4][cH:5][c:6](-[c:8]2[cH:9][c:10]3[c:11]([CH:20]4[CH2:21][CH2:22][N:23]([S:26](=[O:27])(=[O:28])[CH2:29][CH2:30][CH2:31][N:32]5[CH2:33][CH2:34][CH2:35][CH2:36]5)[CH2:24][CH2:25]4)[cH:12][nH:13][c:14]3[c:15]([C:17](=[O:18])[NH2:19])[cH:16]2)[s:7]1>>[O:1]=[CH:2][c:3]1[cH:4][cH:5][c:6](-[c:8]2[cH:9][c:10]3[c:11]([CH:20]4[CH2:21][CH2:22][N:23]([S:26](=[O:27])(=[O:28])[CH2:29][CH2:30][CH2:31][N:32]5[CH2:33][CH2:34][CH2:35][CH2:36]5)[CH2:24][CH2:25]4)[cH:12][nH:13][c:14]3[c:15]([C:17](=[O:18])[NH2:19])[cH:16]2)[s:7]1. Starting materials: NC1=NC(=NC2=CC(=C(C=C12)OC)OC)Cl (4-Amino-2-chloro-6,7-dimethoxyquinazoline), Cl.Cl.O(C1=CC=CC=C1)C1=NC=CC(=N1)N1CCNCC1 (2-phenoxy-4-piperazinopyrimidine dihydrochloride). Run in C(CCC)O (n-butanol). The product is NC1=NC(=NC2=CC(=C(C=C12)OC)OC)N1CCN(CC1)C1=NC(=NC=C1)OC1=CC=CC=C1 (4-Amino-6,7-dimethoxy-2-[4-(2-phenoxypyrimidin-4-yl) piperazino]quinazoline). Yield: 9.2%. Reaction SMILES: [NH2:1][C:2]1[C:11]2[C:6](=[CH:7][C:8]([O:14][CH3:15])=[C:9]([O:12][CH3:13])[CH:10]=2)[N:5]=[C:4](Cl)[N:3]=1.Cl.Cl.[O:19]([C:26]1[N:31]=[C:30]([N:32]2[CH2:37][CH2:36][NH:35][CH2:34][CH2:33]2)[CH:29]=[CH:28][N:27]=1)[C:20]1[CH:25]=[CH:24][CH:23]=[CH:22][CH:21]=1>C(O)CCC>[NH2:1][C:2]1[C:11]2[C:6](=[CH:7][C:8]([O:14][CH3:15])=[C:9]([O:12][CH3:13])[CH:10]=2)[N:5]=[C:4]([N:35]2[CH2:36][CH2:37][N:32]([C:30]3[CH:29]=[CH:28][N:27]=[C:26]([O:19][C:20]4[CH:25]=[CH:24][CH:23]=[CH:22][CH:21]=4)[N:31]=3)[CH2:33][CH2:34]2)[N:3]=1 |f:1.2.3|. Reported procedure: 4-Amino-2-chloro-6,7-dimethoxyquinazoline (0.8 g, 3.3 mmole) and 2-phenoxy-4-piperazinopyrimidine dihydrochloride (1.2 g, 3.6 mmole) were heated under reflux in n-butanol (50 ml) overnight. The mixture was then evaporated in vacuo and the residue partitioned between chloroform/methanol/saturated aqueous sodium carbonate solution (300 ml:100 ml:50 ml). The chloroform/methanol layer was separated, dried (Na2SO4), evaporated in vacuo then the residue (1 g) chromatographed on silica gel (85 g). The ... Reactants: Br, CCOC(=O)N1CCCC(Sc2ccc3[nH]c(=S)n(C)c3c2Cl)CC1. Product: Cn1c(=S)[nH]c2ccc(SC3CCCNCC3)c(Cl)c21. Reaction SMILES: [BrH:26].[CH2:1]([O:2][C:3](=[O:4])[N:6]1[CH2:7][CH2:8][CH:9]([S:13][c:14]2[c:15]([Cl:25])[c:16]3[c:17]([nH:18][c:19](=[S:22])[n:20]3[CH3:21])[cH:23][cH:24]2)[CH2:10][CH2:11][CH2:12]1)[CH3:5]>>[NH:6]1[CH2:7][CH2:8][CH:9]([S:13][c:14]2[c:15]([Cl:25])[c:16]3[c:17]([nH:18][c:19](=[S:22])[n:20]3[CH3:21])[cH:23][cH:24]2)[CH2:10][CH2:11][CH2:12]1. Reactants: C1CCOC1, C[Mg]Cl, O=CC(=C1CN(C(c2ccc(Cl)cc2)c2ccc(Cl)cc2)C1)c1cc(F)cc(F)c1, [Na+], [Na+], O, O, O, O, O, O, O, O, O, O, O=S(=O)([O-])[O-]. Yields the product CC(O)C(=C1CN(C(c2ccc(Cl)cc2)c2ccc(Cl)cc2)C1)c1cc(F)cc(F)c1. RXN SMILES: [CH2:51]1[O:52][CH2:53][CH2:54][CH2:55]1.[CH3:31][Mg:32][Cl:33].[Cl:1][c:2]1[cH:3][cH:4][c:5]([CH:8]([N:9]2[CH2:10][C:11](=[C:13]([CH:14]=[O:15])[c:16]3[cH:17][c:18]([F:23])[cH:19][c:20]([F:22])[cH:21]3)[CH2:12]2)[c:24]2[cH:25][cH:26][c:27]([Cl:30])[cH:28][cH:29]2)[cH:6][cH:7]1.[Na+:49].[Na+:50].[OH2:34].[OH2:35].[OH2:36].[OH2:37].[OH2:38].[OH2:39].[OH2:40].[OH2:41].[OH2:42].[OH2:43].[S:44]([O-:45])([O-:46])(=[O:47])=[O:48]>>[Cl:1][c:2]1[cH:3][cH:4][c:5]([CH:8]([N:9]2[CH2:10][C:11](=[C:13]([CH:14]([OH:15])[CH3:31])[c:16]3[cH:17][c:18]([F:23])[cH:19][c:20]([F:22])[cH:21]3)[CH2:12]2)[c:24]2[cH:25][cH:26][c:27]([Cl:30])[cH:28][cH:29]2)[cH:6][cH:7]1. Reaction SMILES: [CH2:1](Br)[C:2]1[CH:7]=[CH:6][CH:5]=[CH:4][CH:3]=1.[CH2:9]([C:12]1[CH:17]=[C:16]([C:18]2[CH:23]=[CH:22][CH:21]=[CH:20][C:19]=2[CH3:24])[CH:15]=[CH:14][C:13]=1[OH:25])[CH:10]=[CH2:11]>>[CH2:9]([C:12]1[CH:17]=[C:16]([C:18]2[CH:23]=[CH:22][CH:21]=[CH:20][C:19]=2[CH3:24])[CH:15]=[CH:14][C:13]=1[O:25][CH2:1][C:2]1[CH:7]=[CH:6][CH:5]=[CH:4][CH:3]=1)[CH:10]=[CH2:11]. The reactants are C(C1=CC=CC=C1)Br (benzyl bromide), C(C=C)C1=C(C=CC(=C1)C1=C(C=CC=C1)C)O (2-allyl-4-(2-methylphenyl)phenol). Procedure details: Following the procedure of step B but using benzyl bromide, the phenol from step C was converted into the title compound Product: C(C=C)C1=C(C=CC(=C1)C1=C(C=CC=C1)C)OCC1=CC=CC=C1 (2-allyl-1-benzyloxy-4-(2-methylphenyl)benzene). Starting materials: C1CN(CCC1C=O)Cc1ccccc1, CC1=CN=C(C=C1)N, [C-]#[N+]C1CCCCC1. The reagents and catalysts are O=C(O)C(F)(F)F (trifluoroacetic acid). Run in CC(C)O (isopropyl alcohol), CC(C)O (isopropylalcohol). Reaction conditions: temperature 22 celsius, time 20 hour. Product: Cc1ccc2nc(C3CCN(CC3)Cc3ccccc3)c(NC3CCCCC3)n2c1. The yield is 0.0%. Reaction SMILES: CC1=CC=C(N)N=C1.[C-]#[N+]C1CCCCC1.O=CC1CCN(CC2=CC=CC=C2)CC1>>CC1=CN2C(C=C1)=NC(C1CCN(CC3=CC=CC=C3)CC1)=C2NC1CCCCC1.